Task: describe an organic reaction: reactants, conditions, products, and yield. Dataset: the Open Reaction Database (ORD), a public repository of structured organic reaction records Reactants: N1C(CCC1)C(=O)N1CCN(CC1)C1=NC(=NC(=C1)N1CCCC1)N1CCCC1 ((-)-N'-[(pyrrolidin-2-yl)carbonyl]-N-[2,6-bis(pyrrolidin-1-yl)pyrimidin-4-yl]piperazine), C1(CCC(=O)O1)=O (succinic anhydride), N,N-dimethylaminopyridine. The solvent is C1=CC=CC=C1 (benzene). Product: C(=O)(O)CCC(=O)N1C(CCC1)C(=O)N1CCN(CC1)C1=NC(=NC(=C1)N1CCCC1)N1CCCC1 ((-)-N'-[(1-(carboxyethylcarbonyl)pyrrolidin-2-yl)carbonyl]-N-[2,6-bis(pyrrolidin-1-yl)pyrimidin-4-yl]piperazine). Isolated yield 120.0%. As a reaction SMILES: [NH:1]1[CH2:5][CH2:4][CH2:3][CH:2]1[C:6]([N:8]1[CH2:13][CH2:12][N:11]([C:14]2[CH:19]=[C:18]([N:20]3[CH2:24][CH2:23][CH2:22][CH2:21]3)[N:17]=[C:16]([N:25]3[CH2:29][CH2:28][CH2:27][CH2:26]3)[N:15]=2)[CH2:10][CH2:9]1)=[O:7].[C:30]1(=[O:36])[O:35][C:33](=[O:34])[CH2:32][CH2:31]1>C1C=CC=CC=1>[C:33]([CH2:32][CH2:31][C:30]([N:1]1[CH2:5][CH2:4][CH2:3][CH:2]1[C:6]([N:8]1[CH2:9][CH2:10][N:11]([C:14]2[CH:19]=[C:18]([N:20]3[CH2:21][CH2:22][CH2:23][CH2:24]3)[N:17]=[C:16]([N:25]3[CH2:29][CH2:28][CH2:27][CH2:26]3)[N:15]=2)[CH2:12][CH2:13]1)=[O:7])=[O:36])([OH:35])=[O:34]. Procedure: A solution of 2 g of (-)-N'-[(pyrrolidin-2-yl)carbonyl]-N-[2,6-bis(pyrrolidin-1-yl)pyrimidin-4-yl]piperazine in 20 ml of anhydrous benzene is added with 0.56 g of succinic anhydride and 0.05 g of N,N-dimethylaminopyridine, then the reaction mixture is refluxed for 2 hours. After that, solvent is evaporated off under reduced pressure, to give 3 g of (-)-N'-[(1-(carboxyethylcarbonyl)pyrrolidin-2-yl)carbonyl]-N-[2,6-bis(pyrrolidin-1-yl)pyrimidin-4-yl]piperazine. Reported procedure: A mixture of 1-benzyl-3-ethyl-4-hydroxy-3-methylpiperidine (1.1 g, 4.74 mmole) and 20% palladium hydroxide (0.4 g) in methanol (20 ml) was stirred at ambient temperature in hydrogen atmosphere (1 atm.) for 20 hr. Catalyst was filtered off, washed with methanol, filtrate was concentrated to dryness to give 3-ethyl-4-hydroxy-3-methylpiperidine as oil. Yield 0.6 g (90%), C8H17NO, m/z 144 (M+1), PMR (CDCl3): 0.7-1.06 (6H, m, 2×CH3), 1.24-2.0 (5H, m, CH2, H5, NH & OH, NH & OH D2O exchangeable), 2.3 (... Reaction SMILES: C([N:8]1[CH2:13][CH2:12][CH:11]([OH:14])[C:10]([CH2:16][CH3:17])([CH3:15])[CH2:9]1)C1C=CC=CC=1>CO.[H][H].[OH-].[Pd+2].[OH-]>[CH2:16]([C:10]1([CH3:15])[CH:11]([OH:14])[CH2:12][CH2:13][NH:8][CH2:9]1)[CH3:17] |f:3.4.5|. Run in CO (methanol), [H][H] (hydrogen). The reagents and catalysts are [OH-].[Pd+2].[OH-] (palladium hydroxide). Product: C(C)C1(CNCCC1O)C (3-ethyl-4-hydroxy-3-methylpiperidine). Starting materials: C(C1=CC=CC=C1)N1CC(C(CC1)O)(C)CC (1-benzyl-3-ethyl-4-hydroxy-3-methylpiperidine). The reactants are COC(CNCC1=CC=C(C=C1)F)OC (N-(2,2-dimethoxyethyl)-N-(4-fluorobenzyl)amine), C(C)(=O)NCC(=O)O (N-acetylglycine), C(CCl)Cl (EDC), C=1C=CC2=C(C1)N=NN2O (HOBt). Run in CN(C)C=O (DMF), C(C)(C)N(C(C)C)CC (N,N-diisopropylethylamine). Reaction conditions: time 8 hour. The product is C(C)(=O)NCC(=O)N(CC1=CC=C(C=C1)F)CC(OC)OC (N2-acetyl-N1-(2,2-dimethoxyethyl)-N1-(4-fluorobenzyl)glycinamide). Reaction SMILES: [CH3:1][O:2][CH:3]([O:14][CH3:15])[CH2:4][NH:5][CH2:6][C:7]1[CH:12]=[CH:11][C:10]([F:13])=[CH:9][CH:8]=1.[C:16]([NH:19][CH2:20][C:21](O)=[O:22])(=[O:18])[CH3:17].C(Cl)CCl.C1C=CC2N(O)N=NC=2C=1>CN(C=O)C.C(N(CC)C(C)C)(C)C>[C:16]([NH:19][CH2:20][C:21]([N:5]([CH2:4][CH:3]([O:14][CH3:15])[O:2][CH3:1])[CH2:6][C:7]1[CH:8]=[CH:9][C:10]([F:13])=[CH:11][CH:12]=1)=[O:22])(=[O:18])[CH3:17]. Procedure details: To a solution of N-(2,2-dimethoxyethyl)-N-(4-fluorobenzyl)amine (366.5 g, 1.72 mol), N-acetylglycine (213.7 g, 1.83 mol), EDC (350.0 g, 1.83 mol), and HOBt (29.1 g, 0.19 mol) in anhydrous DMF (2.5 L), N,N-diisopropylethylamine (˜250 mL) was added until the solution is about pH 8. The reaction mixture was stirred at room temperature overnight and concentrated under vacuum. The residue was partitioned between dichloromethane (4 L) and water (1 L). The organic extract was washed with brine, dried o... Reactants: ClCc1ccccc1, [K+], [K+], O=C([O-])[O-], CN(C)C=O, CN(C)C(=O)c1ccccc1O. Yields the product CN(C)C(=O)c1ccccc1OCc1ccccc1. RXN SMILES: [Cl:19][CH2:20][c:21]1[cH:22][cH:23][cH:24][cH:25][cH:26]1.[K+:13].[K+:14].[O-:15][C:16]([O-:17])=[O:18].[O:27]=[CH:28][N:29]([CH3:30])[CH3:31].[OH:1][c:2]1[c:3]([C:4](=[O:5])[N:6]([CH3:7])[CH3:8])[cH:9][cH:10][cH:11][cH:12]1>>[O:1]([c:2]1[c:3]([C:4](=[O:5])[N:6]([CH3:7])[CH3:8])[cH:9][cH:10][cH:11][cH:12]1)[CH2:20][c:21]1[cH:22][cH:23][cH:24][cH:25][cH:26]1. Reactants: NC1=C(C=O)C(=CC=N1)Cl (2-amino-4-chloronicotinaldehyde), C(C)(=O)C1=NC=CC=C1C (2-acetyl-3-methylpyridine), CC(C)(C)[O-].[K+] (t-BuOK). Run in C1CCOC1 (THF). Reaction conditions: temperature -20 celsius, time 2 hour. The product is ClC1=C2C=CC(=NC2=NC=C1)C1=NC=CC=C1C (5-Chloro-2-(3-methylpyridin-2-yl)-1,8-naphthyridine). RXN SMILES: [NH2:1][C:2]1[N:9]=[CH:8][CH:7]=[C:6]([Cl:10])[C:3]=1[CH:4]=O.[C:11]([C:14]1[C:19]([CH3:20])=[CH:18][CH:17]=[CH:16][N:15]=1)(=O)[CH3:12].CC([O-])(C)C.[K+]>C1COCC1>[Cl:10][C:6]1[CH:7]=[CH:8][N:9]=[C:2]2[C:3]=1[CH:4]=[CH:12][C:11]([C:14]1[C:19]([CH3:20])=[CH:18][CH:17]=[CH:16][N:15]=1)=[N:1]2 |f:2.3|. Procedure details: Dissolve 2-amino-4-chloronicotinaldehyde (156 mg, 1.0 mmol) and 2-acetyl-3-methylpyridine (136 mg, 1.0 mmol) in anhydrous THF (5.0 mL) and cool it to −20° C. under N2 atmosphere. Add in portion t-BuOK (224 mg, 2.0 mmol) to the reaction mixture and stir the mixture at 110° C. for 2 hours. Concentrate the reaction mixture under vacuum, dilute the residue with water (10 mL), filter the solid, wash the solid with water and dry under high vacuum to afford the title product as a yellow colored solid. The reactants are CC(C)(C)OC(=O)N1CCC(N)CC1, COC(=O)c1cnc(Cl)cc1C(F)(F)F, [Na+], CN(C)C=O, [OH-]. Product: COC(=O)c1cnc(NC2CCN(C(=O)OC(C)(C)C)CC2)cc1C(F)(F)F. RXN SMILES: [C:16]([CH3:17])([CH3:18])([CH3:19])[O:20][C:21](=[O:22])[N:23]1[CH2:24][CH2:25][CH:26]([NH2:29])[CH2:27][CH2:28]1.[CH3:1][O:2][C:3]([c:4]1[cH:5][n:6][c:7]([Cl:14])[cH:8][c:9]1[C:10]([F:11])([F:12])[F:13])=[O:15].[Na+:31].[O:32]=[CH:33][N:34]([CH3:35])[CH3:36].[OH-:30]>>[CH3:1][O:2][C:3]([c:4]1[cH:5][n:6][c:7]([NH:29][CH:26]2[CH2:25][CH2:24][N:23]([C:21]([O:20][C:16]([CH3:17])([CH3:18])[CH3:19])=[O:22])[CH2:28][CH2:27]2)[cH:8][c:9]1[C:10]([F:11])([F:12])[F:13])=[O:15].